This data is from the Open Reaction Database (ORD), a public repository of structured organic reaction records. The task is: describe an organic reaction: reactants, conditions, products, and yield Starting materials: O=Cc1ccc(Br)cc1, CCB(CC)c1cccnc1, Cc1ccccc1, CCOC(C)=O, [Na+], [Na+], O=C([O-])[O-], c1ccc(P(c2ccccc2)(c2ccccc2)[Pd](P(c2ccccc2)(c2ccccc2)c2ccccc2)(P(c2ccccc2)(c2ccccc2)c2ccccc2)P(c2ccccc2)(c2ccccc2)c2ccccc2)cc1. Yields the product O=Cc1ccc(-c2cccnc2)cc1. Reaction SMILES: [Br:1][c:2]1[cH:3][cH:4][c:5]([CH:6]=[O:7])[cH:8][cH:9]1.[CH2:10]([B:11]([CH2:12][CH3:19])[c:13]1[cH:14][n:15][cH:16][cH:17][cH:18]1)[CH3:20].[CH3:27][c:28]1[cH:29][cH:30][cH:31][cH:32][cH:33]1.[CH3:34][CH2:35][O:36][C:37](=[O:38])[CH3:39].[Na+:21].[Na+:22].[O-:23][C:24](=[O:25])[O-:26].[cH:40]1[cH:41][cH:42][c:43]([P:44]([Pd:45]([P:46]([c:47]2[cH:48][cH:49][cH:50][cH:51][cH:52]2)([c:53]2[cH:54][cH:55][cH:56][cH:57][cH:58]2)[c:59]2[cH:60][cH:61][cH:62][cH:63][cH:64]2)([P:65]([c:66]2[cH:67][cH:68][cH:69][cH:70][cH:71]2)([c:72]2[cH:73][cH:74][cH:75][cH:76][cH:77]2)[c:78]2[cH:79][cH:80][cH:81][cH:82][cH:83]2)[P:84]([c:85]2[cH:86][cH:87][cH:88][cH:89][cH:90]2)([c:91]2[cH:92][cH:93][cH:94][cH:95][cH:96]2)[c:97]2[cH:98][cH:99][cH:100][cH:101][cH:102]2)([c:103]2[cH:104][cH:105][cH:106][cH:107][cH:108]2)[c:109]2[cH:110][cH:111][cH:112][cH:113][cH:114]2)[cH:115][cH:116]1>>[c:2]1(-[c:13]2[cH:14][n:15][cH:16][cH:17][cH:18]2)[cH:3][cH:4][c:5]([CH:6]=[O:7])[cH:8][cH:9]1. Starting materials: CC(C)(C)c1cc(NC(=O)Nc2cccc(S)c2)no1, O=C([O-])[O-], COCCOc1cc2c(Cl)ncnc2cc1OC, [Cs+], [Cs+], C1CCOC1. The product is COCCOc1cc2c(Sc3cccc(NC(=O)Nc4cc(C(C)(C)C)on4)c3)ncnc2cc1OC. Reaction SMILES: [C:1]([CH3:2])([CH3:3])([CH3:4])[c:5]1[cH:6][c:7]([NH:10][C:11](=[O:12])[NH:13][c:14]2[cH:15][c:16]([SH:20])[cH:17][cH:18][cH:19]2)[n:8][o:9]1.[C:21](=[O:22])([O-:23])[O-:24].[Cl:27][c:28]1[n:29][cH:30][n:31][c:32]2[cH:33][c:34]([O:43][CH3:44])[c:35]([O:38][CH2:39][CH2:40][O:41][CH3:42])[cH:36][c:37]12.[Cs+:25].[Cs+:26].[O:45]1[CH2:46][CH2:47][CH2:48][CH2:49]1>>[C:1]([CH3:2])([CH3:3])([CH3:4])[c:5]1[cH:6][c:7]([NH:10][C:11](=[O:12])[NH:13][c:14]2[cH:15][c:16]([S:20][c:28]3[n:29][cH:30][n:31][c:32]4[cH:33][c:34]([O:43][CH3:44])[c:35]([O:38][CH2:39][CH2:40][O:41][CH3:42])[cH:36][c:37]34)[cH:17][cH:18][cH:19]2)[n:8][o:9]1. The reactants are Cc1ccccc1, OB(O)c1ccccc1Cl, COc1cc2nccc(Oc3ccc(C)nc3I)c2cc1OC, [Na+], O, O=C([O-])O. Yields the product COc1cc2nccc(Oc3ccc(C)nc3-c3ccccc3Cl)c2cc1OC. As a reaction SMILES: [CH3:1][c:2]1[cH:3][cH:4][cH:5][cH:6][cH:7]1.[Cl:36][c:37]1[c:38]([B:43]([OH:44])[OH:45])[cH:39][cH:40][cH:41][cH:42]1.[I:13][c:14]1[n:15][c:16]([CH3:35])[cH:17][cH:18][c:19]1[O:20][c:21]1[cH:22][cH:23][n:24][c:25]2[cH:26][c:27]([O:33][CH3:34])[c:28]([O:31][CH3:32])[cH:29][c:30]12.[Na+:8].[OH2:46].[OH:9][C:10](=[O:11])[O-:12]>>[c:14]1(-[c:38]2[c:37]([Cl:36])[cH:42][cH:41][cH:40][cH:39]2)[n:15][c:16]([CH3:35])[cH:17][cH:18][c:19]1[O:20][c:21]1[cH:22][cH:23][n:24][c:25]2[cH:26][c:27]([O:33][CH3:34])[c:28]([O:31][CH3:32])[cH:29][c:30]12. Reactants: B, CCOC(=O)C(CC(=O)O)=C(c1ccc(S(C)(=O)=O)cc1)c1cccc(F)c1, CSC, CO, C1CCOC1. The product is CCOC(=O)C(CCO)=C(c1ccc(S(C)(=O)=O)cc1)c1cccc(F)c1. RXN SMILES: [BH3:4].[CH2:5]([CH3:6])[O:7][C:8](=[O:9])[C:10]([CH2:11][C:12](=[O:13])[OH:14])=[C:15]([c:16]1[cH:17][cH:18][c:19]([S:22](=[O:23])(=[O:24])[CH3:25])[cH:20][cH:21]1)[c:26]1[cH:27][c:28]([F:32])[cH:29][cH:30][cH:31]1.[CH3:1][S:2][CH3:3].[CH3:33][OH:34].[O:35]1[CH2:36][CH2:37][CH2:38][CH2:39]1>>[CH2:5]([CH3:6])[O:7][C:8](=[O:9])[C:10]([CH2:11][CH2:12][OH:13])=[C:15]([c:16]1[cH:17][cH:18][c:19]([S:22](=[O:23])(=[O:24])[CH3:25])[cH:20][cH:21]1)[c:26]1[cH:27][c:28]([F:32])[cH:29][cH:30][cH:31]1. Starting materials: ClCCCBr, O=C([O-])[O-], CC#N, [K+], [K+], Oc1cnc2c(n1)CCCC2. Yields the product ClCCCOc1cnc2c(n1)CCCC2. RXN SMILES: [Br:18][CH2:19][CH2:20][CH2:21][Cl:22].[C:12](=[O:13])([O-:14])[O-:15].[CH3:23][C:24]#[N:25].[K+:16].[K+:17].[OH:1][c:2]1[n:3][c:4]2[c:9]([n:10][cH:11]1)[CH2:8][CH2:7][CH2:6][CH2:5]2>>[O:1]([c:2]1[n:3][c:4]2[c:9]([n:10][cH:11]1)[CH2:8][CH2:7][CH2:6][CH2:5]2)[CH2:19][CH2:20][CH2:21][Cl:22]. Reactants: C(C(=C)CC(=O)O)(=O)O (itaconic acid), C(C1=CC=CC=C1)(=O)Cl (benzoyl chloride). The solvent is CO (methanol). The product is COC(=O)CC(=C)C(=O)O (4-methyl itaconate). As a reaction SMILES: [C:1]([OH:9])(=[O:8])[C:2]([CH2:4][C:5]([OH:7])=[O:6])=[CH2:3].[C:10](Cl)(=O)C1C=CC=CC=1>CO>[CH3:10][O:6][C:5]([CH2:4][C:2]([C:1]([OH:9])=[O:8])=[CH2:3])=[O:7]. Procedure details: To a methanol (100 ml) solution of itaconic acid (100 g), benzoyl chloride (4 ml) was added dropwise under stirring. The reaction solution was stirred at 60-70° C. for 20 minutes and then concentrated under reduced pressure. The resulting solid was recrystallized from a mixed solution of benzene and petroleum ether to obtain 4-methyl itaconate (93 g, melting point: 65-67° C.).